This data is from the Open Reaction Database (ORD), a public repository of structured organic reaction records. The task is: describe an organic reaction: reactants, conditions, products, and yield Starting materials: CC(C)=O, CCN1C(=O)C(C)(C)C(=O)N(C)c2cc(OCCCCl)ccc21, [I-], [Na+], O. The product is CCN1C(=O)C(C)(C)C(=O)N(C)c2cc(OCCCI)ccc21. RXN SMILES: [CH3:26][C:27](=[O:28])[CH3:29].[Cl:1][CH2:2][CH2:3][CH2:4][O:5][c:6]1[cH:7][c:8]2[c:9]([cH:22][cH:23]1)[N:10]([CH2:20][CH3:21])[C:11](=[O:19])[C:12]([CH3:17])([CH3:18])[C:13](=[O:16])[N:14]2[CH3:15].[I-:25].[Na+:24].[OH2:30]>>[CH2:2]([CH2:3][CH2:4][O:5][c:6]1[cH:7][c:8]2[c:9]([cH:22][cH:23]1)[N:10]([CH2:20][CH3:21])[C:11](=[O:19])[C:12]([CH3:17])([CH3:18])[C:13](=[O:16])[N:14]2[CH3:15])[I:25]. Run in CCCCCC (n-hexane). Reactants: C=CCCCC (1-hexene), C=CC (propylene), C=CCCCCCC (1-octene), C=CCCCCCC (1-octene). Product: C=CCCCCCC.C=CC (1-Octene propylene). Procedure: The procedure for the preparation of copolymer S-1 was repeated except that 1-hexene was replaced with 1-octene. A tacky amorphous polymer was obtained in 82% conversion having an inherent viscosity of 3.8 dL/g in n-hexane and a Tg of -56° C. It contained 95 mole percent of 1-octene and 5 mole percent of propylene. Reaction SMILES: [CH2:1]=[CH:2][CH2:3]CCC.[CH2:7]=[CH:8][CH2:9][CH2:10][CH2:11][CH2:12][CH2:13][CH3:14].C=CC>CCCCCC>[CH2:7]=[CH:8][CH2:9][CH2:10][CH2:11][CH2:12][CH2:13][CH3:14].[CH2:1]=[CH:2][CH3:3] |f:4.5|. The reactants are BrC=1C(=C(N(C1C(C1=CC=C(C=C1)Cl)=O)C)CC(=O)OCC)C(=O)O (ethyl 4-bromo-3-carboxy-5-p- chlorobenzoyl-1-methylpyrrole-2-acetate). Run in CCOCC (ether). Product: BrC=1C=C(N(C1C(C1=CC=C(C=C1)Cl)=O)C)CC(=O)OCC (ethyl 4-bromo-5-(p-chlorobenzoyl)-1-methylpyrrole-2-acetate). As a reaction SMILES: [Br:1][C:2]1[C:3](C(O)=O)=[C:4]([CH2:17][C:18]([O:20][CH2:21][CH3:22])=[O:19])[N:5]([CH3:16])[C:6]=1[C:7](=[O:15])[C:8]1[CH:13]=[CH:12][C:11]([Cl:14])=[CH:10][CH:9]=1>CCOCC>[Br:1][C:2]1[CH:3]=[C:4]([CH2:17][C:18]([O:20][CH2:21][CH3:22])=[O:19])[N:5]([CH3:16])[C:6]=1[C:7](=[O:15])[C:8]1[CH:9]=[CH:10][C:11]([Cl:14])=[CH:12][CH:13]=1. Reported procedure: A 7.2 g. sample of ethyl 4-bromo-3-carboxy-5-p- chlorobenzoyl-1-methylpyrrole-2-acetate is heated at 250° for 10 minutes under nitrogen. It is then cooled and dissolved in ether; the resulting ether solution is filtered, washed with sodium hydroxide solution, and then washed with water. After the ether is evaporated in vacuo, the residue is triturated with boiling hexane. Concentration of the hexane solution to a small volume in vacuo yields a crystalline precipitate, which is recrystallized fro... Reactants: NCCCCN (1,4-diaminobutane), Compound ( 3 ), C1=NC=CC=2C(=CC=CC12)S(=O)(=O)Cl (5-isoquinolinesulfonyl chloride), CO.C(Cl)(Cl)Cl (methanol chloroform). Solvent: C(Cl)(Cl)Cl (chloroform), C(Cl)(Cl)Cl (chloroform), C(Cl)(Cl)Cl (chloroform). Conditions: time 2 hour. The product is NCCCCNS(=O)(=O)C=1C=2C=CN=CC2C=CC1 (N-(4-aminobutyl)-5-isoquinolinesulfonamide). Isolated yield 62.0%. RXN SMILES: [NH2:1][CH2:2][CH2:3][CH2:4][CH2:5][NH2:6].[CH:7]1[C:16]2[CH:15]=[CH:14][CH:13]=[C:12]([S:17](Cl)(=[O:19])=[O:18])[C:11]=2[CH:10]=[CH:9][N:8]=1.CO.C(Cl)(Cl)Cl>C(Cl)(Cl)Cl>[NH2:1][CH2:2][CH2:3][CH2:4][CH2:5][NH:6][S:17]([C:12]1[C:11]2[CH:10]=[CH:9][N:8]=[CH:7][C:16]=2[CH:15]=[CH:14][CH:13]=1)(=[O:18])=[O:19] |f:2.3|. Procedure: In 200 ml of chloroform was dissolved 8.8 g of 1,4-diaminobutane, and to the solution was added dropwise 100 ml of a chloroform solution containing 4.55 g of 5-isoquinolinesulfonyl chloride under cooling with ice. After the dropwise addition of the chloroform solution, the mixed solution was stirred at a temperature of 20° C. to 25° C. for two hours, and then the reaction solution ws extracted with a 10% aqueous hydrochloric acid solution. The pH of the aqueous layer was adjusted to 10 with a 10... The reactants are Clc1nccc(N2CCCC2COc2cccc3ccccc23)n1, NN, O. Product: NNc1nccc(N2CCCC2COc2cccc3ccccc23)n1. As a reaction SMILES: [Cl:1][c:2]1[n:3][cH:4][cH:5][c:6]([N:8]2[CH:9]([CH2:13][O:14][c:15]3[cH:16][cH:17][cH:18][c:19]4[cH:20][cH:21][cH:22][cH:23][c:24]34)[CH2:10][CH2:11][CH2:12]2)[n:7]1.[NH2:26][NH2:27].[OH2:25]>>[c:2]1([NH:26][NH2:27])[n:3][cH:4][cH:5][c:6]([N:8]2[CH:9]([CH2:13][O:14][c:15]3[cH:16][cH:17][cH:18][c:19]4[cH:20][cH:21][cH:22][cH:23][c:24]34)[CH2:10][CH2:11][CH2:12]2)[n:7]1. Starting materials: Cl\C(=C/[C@H]1C([C@H]1C(=O)O)(C)C)\C(F)(F)F ((±)-cis-3-(Z-2-chloro-3,3,3-trifluoroprop-1-en-1-yl)-2,2-dimethylcyclopropane carboxylic acid), C([O-])([O-])=O.[K+].[K+] (potassium carbonate), ClC1=C(CBr)C=CC(=C1)F (2-chloro-4-fluorobenzyl bromide), CC(=O)C (acetone). Run in C(C)OCC (diethyl ether), resultant mixture. Run at time 2 hour. The product is Cl\C(=C/[C@H]1C([C@H]1C(=O)OCC1=C(C=C(C=C1)F)Cl)(C)C)\C(F)(F)F (2-chloro-4-fluorobenzyl(±)-cis-3-(Z-2-chloro-3,3,3-trifluoroprop-1-en-1-yl)-2,2-dimethylcyclopropane carboxylate). Isolated yield 69.1%. RXN SMILES: [Cl:1]/[C:2](/[C:12]([F:15])([F:14])[F:13])=[CH:3]\[C@@H:4]1[C@H:6]([C:7]([OH:9])=[O:8])[C:5]1([CH3:11])[CH3:10].C(=O)([O-])[O-].[K+].[K+].[Cl:22][C:23]1[CH:30]=[C:29]([F:31])[CH:28]=[CH:27][C:24]=1[CH2:25]Br.CC(C)=O>C(OCC)C>[Cl:1]/[C:2](/[C:12]([F:13])([F:14])[F:15])=[CH:3]\[C@@H:4]1[C@H:6]([C:7]([O:9][CH2:25][C:24]2[CH:27]=[CH:28][C:29]([F:31])=[CH:30][C:23]=2[Cl:22])=[O:8])[C:5]1([CH3:11])[CH3:10] |f:1.2.3|. Procedure: A mixture of (±)-cis-3-(Z-2-chloro-3,3,3-trifluoroprop-1-en-1-yl)-2,2-dimethylcyclopropane carboxylic acid (1.20 g), anhydrous potassium carbonate (2.0 g), 2-chloro-4-fluorobenzyl bromide (1.10 g), and dry acetone (30 ml) was stirred for a period of 2 hours at the ambient temperature (ca 25° C.) and kept at that temperature for a further 18 hours. After diluting the mixture with diethyl ether (300 ml) the resultant mixture was washed with dilute aqueous sodium carbonate solution and dried over a... The reactants are C(C)C1=CC=NC2=C(C=CC=C12)[N+](=O)[O-] (4-Ethyl-8-nitroquinoline), C(C)C1=CC=NC2=C(C=CC=C12)N (4-ethyl-8-aminoquinoline), C(C)C1=CC=NC2=C(C=CC=C12)[N+](=O)[O-] (4-ethyl-8-nitroquinoline), C(C)O (ethyl alcohol). The reagents and catalysts are O=[Pt]=O (Adams' catalyst), O=[Pt]=O (Adams' catalyst). Run in [H][H] (hydrogen). Yields the product C(C)C1=CC=NC2=C3N=CC=C(C3=CC=C12)CC (4,7-Diethyl-1,10-Phenanthroline). Reaction SMILES: [CH2:1]([C:3]1[C:12]2[C:7](=[C:8]([N+:13]([O-])=O)[CH:9]=[CH:10][CH:11]=2)[N:6]=[CH:5][CH:4]=1)[CH3:2].[CH2:16]([C:18]1C2C(=C(N)C=CC=2)N=[CH:20][CH:19]=1)[CH3:17].C(O)C>O=[Pt]=O.[H][H]>[CH2:1]([C:3]1[C:12]2[C:7](=[C:8]3[C:9](=[CH:10][CH:11]=2)[C:18]([CH2:19][CH3:20])=[CH:16][CH:17]=[N:13]3)[N:6]=[CH:5][CH:4]=1)[CH3:2]. Procedure: 4-Ethyl-8-nitroquinoline is reduced to 4-ethyl-8-aminoquinoline by catalytic reduction with Adams' catalyst as follows: place a solution of 0.05 moles of 4-ethyl-8-nitroquinoline in 100 ml of rectified spirit (ethyl alcohol) together with 0.1 g of Adams' catalyst (platinum (IV) oxide, available from Aldrich Chemical Co., Inc.) in a hydrogenation flask, and shake in hydrogen. After the theoretical volume of hydrogen is absorbed, filter off the platinum with suction and rinse the reaction vessel w... Reactants: C(C)(C)(C)C1=NC2=C(N1CC1CCC(CC1)F)C=CC(=C2)NC(C)=O (N-{2-tert-Butyl-1-[(4-fluorocyclohexyl)methyl]-1H-benzimidazol-5-yl}acetamide). Reported procedure: N-{2-tert-Butyl-1-[(4-fluorocyclohexyl)methyl]-1H-benzimidazol-5-yl}acetamide (190 mg, 0.550 mmol) was heated in 5 mL of 2 M HCl/EtOH (1:1) at 120° C. for 1 h using a Personal Chemistry microwaves apparatus. The solvent was evaporated. The residue was basified with 2M NaOH and extracted (3×) with EtOAc. The organic phase washed with saturated aqueous NaCl solution and dried over anhydrous Na2SO4. The solvent was evaporated. Yield: 154 mg (92%). 1H NMR (400 MHz, CD3OD) δ 1.28-1.39 (m, 2 H), 1.41-... Product: C(C)(C)(C)C1=NC2=C(N1CC1CCC(CC1)F)C=CC(=C2)N (2-tert-Butyl-1-[(4-fluorocyclohexyl)methyl]-1H-benzimidazol-5-amine). Solvent: Cl.CCO (HCl EtOH). As a reaction SMILES: [C:1]([C:5]1[N:9]([CH2:10][CH:11]2[CH2:16][CH2:15][CH:14]([F:17])[CH2:13][CH2:12]2)[C:8]2[CH:18]=[CH:19][C:20]([NH:22]C(=O)C)=[CH:21][C:7]=2[N:6]=1)([CH3:4])([CH3:3])[CH3:2]>Cl.CCO>[C:1]([C:5]1[N:9]([CH2:10][CH:11]2[CH2:12][CH2:13][CH:14]([F:17])[CH2:15][CH2:16]2)[C:8]2[CH:18]=[CH:19][C:20]([NH2:22])=[CH:21][C:7]=2[N:6]=1)([CH3:4])([CH3:2])[CH3:3] |f:1.2|. Starting materials: CCO, CC(C)(C)OC(=O)N1CCC(F)C1, O, Cc1ccc(S(=O)(=O)O)cc1. The product is FC1CCNC1, Cc1ccc(S(=O)(=O)O)cc1. Reaction SMILES: [CH3:26][CH2:27][OH:28].[F:13][CH:14]1[CH2:15][N:16]([C:19]([O:20][C:21]([CH3:22])([CH3:23])[CH3:24])=[O:25])[CH2:17][CH2:18]1.[OH2:1].[c:2]1([CH3:12])[cH:3][cH:4][c:5]([S:8](=[O:9])(=[O:10])[OH:11])[cH:6][cH:7]1>>[F:13][CH:14]1[CH2:15][NH:16][CH2:17][CH2:18]1.[c:2]1([CH3:12])[cH:3][cH:4][c:5]([S:8](=[O:9])(=[O:10])[OH:11])[cH:6][cH:7]1. Starting materials: O=C(c1cccc(Br)c1)C(F)F, CC(C)(C)OC(=O)N=P(c1ccccc1)(c1ccccc1)c1ccccc1, Cc1ccccc1. Yields the product CC(C)(C)OC(=O)N=C(c1cccc(Br)c1)C(F)F. As a reaction SMILES: [Br:1][c:2]1[cH:3][c:4]([C:8]([CH:9]([F:10])[F:11])=[O:12])[cH:5][cH:6][cH:7]1.[C:13](=[O:14])([O:15][C:16]([CH3:17])([CH3:18])[CH3:19])[N:20]=[P:21]([c:22]1[cH:23][cH:24][cH:25][cH:26][cH:27]1)([c:28]1[cH:29][cH:30][cH:31][cH:32][cH:33]1)[c:34]1[cH:35][cH:36][cH:37][cH:38][cH:39]1.[CH3:40][c:41]1[cH:42][cH:43][cH:44][cH:45][cH:46]1>>[Br:1][c:2]1[cH:3][c:4]([C:8]([CH:9]([F:10])[F:11])=[N:20][C:13](=[O:14])[O:15][C:16]([CH3:17])([CH3:18])[CH3:19])[cH:5][cH:6][cH:7]1.